Dataset: the Open Reaction Database (ORD), a public repository of structured organic reaction records. Task: describe an organic reaction: reactants, conditions, products, and yield Starting materials: OC1=CC=C(C=C1)C1=CC=C(C=C1)[N+](=O)[O-] (4-hydroxy-4′-nitrobiphenyl), COC(=O)C=1OC(=CC1)CCl (5-chloromethylfuran-2-carboxylic acid methyl ester). Yields the product [N+](=O)([O-])C1=CC=C(C=C1)C1=CC=C(C=C1)OCC1=CC=C(O1)C(=O)O (5-(4′-Nitro-biphenyl-4-yloxymethyl)-furan-2-carboxylic acid). Reaction SMILES: [OH:1][C:2]1[CH:7]=[CH:6][C:5]([C:8]2[CH:13]=[CH:12][C:11]([N+:14]([O-:16])=[O:15])=[CH:10][CH:9]=2)=[CH:4][CH:3]=1.C[O:18][C:19]([C:21]1[O:22][C:23]([CH2:26]Cl)=[CH:24][CH:25]=1)=[O:20]>>[N+:14]([C:11]1[CH:12]=[CH:13][C:8]([C:5]2[CH:4]=[CH:3][C:2]([O:1][CH2:26][C:23]3[O:22][C:21]([C:19]([OH:20])=[O:18])=[CH:25][CH:24]=3)=[CH:7][CH:6]=2)=[CH:9][CH:10]=1)([O-:16])=[O:15]. Procedure: 5-(4′-Nitro-biphenyl-4-yloxymethyl)-furan-2-carboxylic acid was prepared using general procedure A from 4-hydroxy-4′-nitrobiphenyl (available from TCI America, Portland, Oreg.) and 5-chloromethylfuran-2-carboxylic acid methyl ester (available from Aldrich, Milwaukee, Wis., or from Maybridge plc, Tintagel, UK). Yield: 40 mg. Mass spectrum (ES) MH+=340. Starting materials: C[Sn](C)(C)c1cc(C(=O)O)c2c(c1)oc1ccccc12, C1CCOC1, CCN=C=NCCCN(C)C, CC#N, Cl, O, On1nnc2ccccc21. Product: C[Sn](C)(C)c1cc(C(N)=O)c2c(c1)oc1ccccc12. Reaction SMILES: [C:1](=[O:2])([OH:3])[c:4]1[cH:5][c:6]([Sn:17]([CH3:18])([CH3:19])[CH3:20])[cH:7][c:8]2[o:9][c:10]3[c:11]([c:12]12)[cH:13][cH:14][cH:15][cH:16]3.[CH2:47]1[O:48][CH2:49][CH2:50][CH2:51]1.[CH3:22][N:23]([CH3:24])[CH2:25][CH2:26][CH2:27][N:28]=[C:29]=[N:30][CH2:31][CH3:32].[CH3:44][C:45]#[N:46].[ClH:21].[OH2:33].[OH:34][n:35]1[c:36]2[cH:37][cH:38][cH:39][cH:40][c:41]2[n:42][n:43]1>>[C:1](=[O:2])([c:4]1[cH:5][c:6]([Sn:17]([CH3:18])([CH3:19])[CH3:20])[cH:7][c:8]2[o:9][c:10]3[c:11]([c:12]12)[cH:13][cH:14][cH:15][cH:16]3)[NH2:23]. Reactants: ( d ), COC([C@@H](N)C(C)(C)S)=O (L-penicillamine methyl ester), C(C1=CC=CC=C1)C(C(=O)OCC1=CC=CC=C1)=C (benzyl 2-benzylacrylate). Product: N[C@H](C(C)(C)SCC(C(=O)OCC1=CC=CC=C1)CC1=CC=CC=C1)C(=O)OC (benzyl (RS)-α-[[[(S)-2-amino-2-(methoxycarbonyl)1,1-dimethylethyl]thio]methyl]hydrocinnamate). Reported procedure: In an analogous manner to that described in Example 1, paragraph (d), by adding L-penicillamine methyl ester (J. Chem. Soc. Dalton Trans. 1984, 1333) to benzyl 2-benzylacrylate there was obtained benzyl (RS)-α-[[[(S)-2-amino-2-(methoxycarbonyl)1,1-dimethylethyl]thio]methyl]hydrocinnamate, MS: 416 (M+H)+, as an oil, the amino group of which was protected according to a general procedure known from the literature by reaction with di-tert-butyl dicarbonate. Subsequent oxidation with 3-chloroperbenz... RXN SMILES: [CH3:1][O:2][C:3](=[O:10])[C@H:4]([C:6]([SH:9])([CH3:8])[CH3:7])[NH2:5].[CH2:11]([C:18](=[CH2:29])[C:19]([O:21][CH2:22][C:23]1[CH:28]=[CH:27][CH:26]=[CH:25][CH:24]=1)=[O:20])[C:12]1[CH:17]=[CH:16][CH:15]=[CH:14][CH:13]=1>>[NH2:5][C@@H:4]([C:3]([O:2][CH3:1])=[O:10])[C:6]([S:9][CH2:29][CH:18]([CH2:11][C:12]1[CH:13]=[CH:14][CH:15]=[CH:16][CH:17]=1)[C:19]([O:21][CH2:22][C:23]1[CH:24]=[CH:25][CH:26]=[CH:27][CH:28]=1)=[O:20])([CH3:8])[CH3:7]. RXN SMILES: [CH2:28]1[CH2:29][CH2:30][NH:31][CH2:32][CH2:33]1.[CH3:1][C:2](=[O:3])[O:4][C:5](=[O:6])[CH3:7].[CH:8]([OH:9])=[O:10].[NH2:11][c:12]1[cH:13][c:14]([F:22])[cH:15][c:16]2[c:20]1[NH:19][C:18](=[O:21])[CH2:17]2.[O:23]1[CH2:24][CH2:25][CH2:26][CH2:27]1>>[CH:2](=[O:3])[NH:11][c:12]1[cH:13][c:14]([F:22])[cH:15][c:16]2[c:20]1[NH:19][C:18](=[O:21])[CH2:17]2. Starting materials: C1CCNCC1, CC(=O)OC(C)=O, O=CO, Nc1cc(F)cc2c1NC(=O)C2, C1CCOC1. Yields the product O=CNc1cc(F)cc2c1NC(=O)C2. The reactants are OC(CCCC1CC2(CC1)CC(CCC2)=O)(C)C (2-(4-hydroxy-4-methylpentyl)-spiro[4.5]decan-7-one), C[Si](N1C=NC=C1)(C)C (1-(trimethylsilyl)imidazole), C1CCOC1 (THF). Reaction conditions: time 4 hour. The product is CC(CCCC1CC2(CC1)CC(CCC2)=O)(CC)O[Si](C)(C)C (2-(4-methyl-4-trimethylsilanyloxy-hexyl)-spiro[4.5]decan-7-one). As a reaction SMILES: [OH:1][C:2]([CH3:18])([CH3:17])[CH2:3][CH2:4][CH2:5][CH:6]1[CH2:10][CH2:9][C:8]2([CH2:15][CH2:14][CH2:13][C:12](=[O:16])[CH2:11]2)[CH2:7]1.[CH3:19][Si:20]([CH3:27])([CH3:26])N1C=CN=C1.[CH2:28]1COCC1>>[CH3:17][C:2]([O:1][Si:20]([CH3:27])([CH3:26])[CH3:19])([CH2:18][CH3:28])[CH2:3][CH2:4][CH2:5][CH:6]1[CH2:10][CH2:9][C:8]2([CH2:15][CH2:14][CH2:13][C:12](=[O:16])[CH2:11]2)[CH2:7]1. Procedure details: To a solution of 2-(4-hydroxy-4-methylpentyl)-spiro[4.5]decan-7-one (29′) (100 mg, 0.396 mmol) in dry THF (2 mL) is added 1-(trimethylsilyl)imidazole (0.292 mL, 1.98 mmol). The reaction mixture is stirred at room temperature for 4 hours and the solvent removed in vacuo. The resulting residue is purified over silica (petroleum ether/EtOAc, 95:5) to afford the desired product which is used directly for the next reaction step.